Dataset: the Open Reaction Database (ORD), a public repository of structured organic reaction records. Task: describe an organic reaction: reactants, conditions, products, and yield The reactants are Cn1cnc(S(=O)(=O)Cl)c1, ClCCl, CCCCCNc1nc(N)nc(C)c1CCCNCc1cccc(CC(=O)OC)c1. Product: CCCCCNc1nc(N)nc(C)c1CCCN(Cc1cccc(CC(=O)OC)c1)S(=O)(=O)c1cn(C)cn1. Reaction SMILES: [CH3:31][n:32]1[cH:33][n:34][c:35]([S:37](=[O:38])(=[O:39])[Cl:40])[cH:36]1.[Cl:41][CH2:42][Cl:43].[NH2:1][c:2]1[n:3][c:4]([NH:25][CH2:26][CH2:27][CH2:28][CH2:29][CH3:30])[c:5]([CH2:9][CH2:10][CH2:11][NH:12][CH2:13][c:14]2[cH:15][c:16]([CH2:20][C:21](=[O:22])[O:23][CH3:24])[cH:17][cH:18][cH:19]2)[c:6]([CH3:8])[n:7]1>>[NH2:1][c:2]1[n:3][c:4]([NH:25][CH2:26][CH2:27][CH2:28][CH2:29][CH3:30])[c:5]([CH2:9][CH2:10][CH2:11][N:12]([CH2:13][c:14]2[cH:15][c:16]([CH2:20][C:21](=[O:22])[O:23][CH3:24])[cH:17][cH:18][cH:19]2)[S:37]([c:35]2[n:34][cH:33][n:32]([CH3:31])[cH:36]2)(=[O:38])=[O:39])[c:6]([CH3:8])[n:7]1. Starting materials: CC(=O)O[BH-](OC(C)=O)OC(C)=O, CCCCc1nnc(OCC2CNCCC2(F)F)cc1-c1ccc(OC2CCCCC2)cc1, CC(=O)O, [Cl-], [Cl-], ClCCl, [Na+]. Yields the product CCCCc1nnc(OCC2CN(C)CCC2(F)F)cc1-c1ccc(OC2CCCCC2)cc1. RXN SMILES: [C:40]([O:41][BH-:42]([O:43][C:44](=[O:45])[CH3:46])[O:47][C:48](=[O:49])[CH3:50])(=[O:51])[CH3:52].[CH2:3]([CH2:4][CH2:5][CH3:6])[c:7]1[n:8][n:9][c:10]([O:26][CH2:27][CH:28]2[CH2:29][NH:30][CH2:31][CH2:32][C:33]2([F:34])[F:35])[cH:11][c:12]1-[c:13]1[cH:14][cH:15][c:16]([O:19][CH:20]2[CH2:21][CH2:22][CH2:23][CH2:24][CH2:25]2)[cH:17][cH:18]1.[CH3:36][C:37](=[O:38])[OH:39].[Cl-:1].[Cl-:2].[Cl:54][CH2:55][Cl:56].[Na+:53]>>[CH2:3]([CH2:4][CH2:5][CH3:6])[c:7]1[n:8][n:9][c:10]([O:26][CH2:27][CH:28]2[CH2:29][N:30]([CH3:36])[CH2:31][CH2:32][C:33]2([F:34])[F:35])[cH:11][c:12]1-[c:13]1[cH:14][cH:15][c:16]([O:19][CH:20]2[CH2:21][CH2:22][CH2:23][CH2:24][CH2:25]2)[cH:17][cH:18]1.